Dataset: the Open Reaction Database (ORD), a public repository of structured organic reaction records. Task: describe an organic reaction: reactants, conditions, products, and yield Reactants: COCCOCCl (methoxyethoxymethyl chloride), BrC=1SC=CC1CCO (2-bromo-3-(2-hydroxyethyl)thiophene), C(C)(C)N(C(C)C)CC (N,N-diisopropylethylamine). Solvent: C(Cl)Cl (methylene chloride). Product: BrC=1SC=CC1CCOCOCCOC (2-Bromo-3-[2-(methoxyethoxymethoxy)ethyl]thiophene). The yield is 91.4%. RXN SMILES: [Br:1][C:2]1[S:3][CH:4]=[CH:5][C:6]=1[CH2:7][CH2:8][OH:9].[CH3:10][O:11][CH2:12][CH2:13][O:14][CH2:15]Cl.C(N(CC)C(C)C)(C)C>C(Cl)Cl>[Br:1][C:2]1[S:3][CH:4]=[CH:5][C:6]=1[CH2:7][CH2:8][O:9][CH2:10][O:11][CH2:12][CH2:13][O:14][CH3:15]. Procedure details: A solution of 2-bromo-3-(2-hydroxyethyl)thiophene (40.0 g, 0.193 mol) in methylene chloride (200 ml) was cooled in ice and methoxyethoxymethyl chloride (41.9 g, 0.336 mol) was added with stirring. After several minutes N,N-diisopropylethylamine (44.3 g, 0.336 mol) was added and the solution was stirred overnight at room temperature. The solvent was removed in vacuo and the residue was taken up in ether (150 ml) and water (75 ml). The ether layer was separated and was washed with saturated NaHCO3...